This data is from the Open Reaction Database (ORD), a public repository of structured organic reaction records. The task is: describe an organic reaction: reactants, conditions, products, and yield Starting materials: COC(=O)C1(SCc2ccc(OC)cc2)CCCC1, CCO, [K+], C1CCOC1, [OH-], O. Yields the product COc1ccc(CSC2(C(=O)O)CCCC2)cc1. Reaction SMILES: [C:1](=[O:2])([O:3][CH3:4])[C:5]1([S:10][CH2:11][c:12]2[cH:13][cH:14][c:15]([O:18][CH3:19])[cH:16][cH:17]2)[CH2:6][CH2:7][CH2:8][CH2:9]1.[CH3:22][CH2:23][OH:24].[K+:21].[O:26]1[CH2:27][CH2:28][CH2:29][CH2:30]1.[OH-:20].[OH2:25]>>[C:1](=[O:2])([OH:3])[C:5]1([S:10][CH2:11][c:12]2[cH:13][cH:14][c:15]([O:18][CH3:19])[cH:16][cH:17]2)[CH2:6][CH2:7][CH2:8][CH2:9]1. Product: C(C)OC(=O)C1(CC2=CC=CC=C2C1)C=1SC(=CC1)CN1C(=NC=2C1=NC(=CC2C)C)C2CC2 (2-[5-(2-cyclopropyl-5,7-dimethylimidazo[4,5-b]pyridin-3-ylmethyl)thiophen-2-yl]indan-2-carboxylic acid ethyl ester). The reactants are C(C)OC(=O)C1(CC2=CC=CC=C2C1)C=1SC(=CC1)CCl (2-(5-chloromethylthiophen-2-yl)-indan-2-carboxylic acid ethyl ester), C(C)OC(=O)C1(CC2=CC=CC=C2C1)C=1SC(=CC1)CCl (2-(5-chloromethylthiophen-2-yl)-indan-2-carboxylic acid ethyl ester), C1(CC1)C=1NC=2C(=NC(=CC2C)C)N1 (2-cyclopropyl-5,7-dimethylimidazo[4,5-b]pyridine). Reaction SMILES: [CH2:1]([O:3][C:4]([C:6]1([C:15]2[S:16][C:17]([CH2:20]Cl)=[CH:18][CH:19]=2)[CH2:14][C:13]2[C:8](=[CH:9][CH:10]=[CH:11][CH:12]=2)[CH2:7]1)=[O:5])[CH3:2].[CH:22]1([C:25]2[NH:26][C:27]3[C:28]([N:35]=2)=[N:29][C:30]([CH3:34])=[CH:31][C:32]=3[CH3:33])[CH2:24][CH2:23]1>>[CH2:1]([O:3][C:4]([C:6]1([C:15]2[S:16][C:17]([CH2:20][N:35]3[C:28]4=[N:29][C:30]([CH3:34])=[CH:31][C:32]([CH3:33])=[C:27]4[N:26]=[C:25]3[CH:22]3[CH2:24][CH2:23]3)=[CH:18][CH:19]=2)[CH2:14][C:13]2[C:8](=[CH:9][CH:10]=[CH:11][CH:12]=2)[CH2:7]1)=[O:5])[CH3:2]. Procedure details: The product of Example 6, Step 4, above (26), was alkylated as described in Example 1, Step 5, using 2-cyclopropyl-5,7-dimethylimidazo[4,5-b]pyridine (13) to obtain the title compound (29). Reactants: O=C(Cl)C(=O)Cl, ClCCl, ClCCCl, Oc1ccc2cc(F)cc(F)c2n1, CN(C)C=O. The product is Fc1cc(F)c2nc(Cl)ccc2c1. As a reaction SMILES: [Cl:19][C:20]([C:21]([Cl:22])=[O:23])=[O:24].[Cl:25][CH2:26][Cl:27].[Cl:28][CH2:29][CH2:30][Cl:31].[F:1][c:2]1[cH:3][c:4]2[cH:5][cH:6][c:7]([OH:13])[n:8][c:9]2[c:10]([F:12])[cH:11]1.[O:14]=[CH:15][N:16]([CH3:17])[CH3:18]>>[F:1][c:2]1[cH:3][c:4]2[cH:5][cH:6][c:7]([Cl:19])[n:8][c:9]2[c:10]([F:12])[cH:11]1. Product: Nc1ccc(C2CC2)cc1. Reaction SMILES: [CH3:15][OH:16].[CH:1]1([c:4]2[cH:5][cH:6][c:7]([N+:10]([O-:11])=[O:12])[cH:8][cH:9]2)[CH2:2][CH2:3]1.[ClH:13].[Fe:14]>>[CH:1]1([c:4]2[cH:5][cH:6][c:7]([NH2:10])[cH:8][cH:9]2)[CH2:2][CH2:3]1. The reactants are CO, O=[N+]([O-])c1ccc(C2CC2)cc1, Cl, [Fe]. The reactants are N1[C@@H](C(=O)O)CCC1 ((D)-Proline), ClC(C=O)(Cl)Cl (2,2,2-trichloroacetaldehyde). Run in C(C)#N (acetonitrile). Conditions: time 20 hour. Yields the product ClC([C@@H]1OC([C@@H]2N1CCC2)=O)(Cl)Cl ((3S,7aR)-3-(trichloromethyl)tetrahydropyrrolo[1,2-c]oxazol-1(3H)-one). As a reaction SMILES: [NH:1]1[CH2:8][CH2:7][CH2:6][C@@H:2]1[C:3]([OH:5])=[O:4].[Cl:9][C:10]([Cl:14])([Cl:13])[CH:11]=O>C(#N)C>[Cl:9][C:10]([Cl:14])([Cl:13])[C@H:11]1[N:1]2[CH2:8][CH2:7][CH2:6][C@@H:2]2[C:3](=[O:5])[O:4]1. Procedure details: To reactant (D)-Proline (4.6 g, 40 mmol) suspended in anhydrous acetonitrile (100 mL), was added 2,2,2-trichloroacetaldehyde (11.78 g, 80 mmol) slowly. The mixture was stirred at RT for 20 hour and was clear solution. After concentrated in vacuum, the residue was purified by CombiFlash on a 80 g silica gel column using EtOAC/Hexane as eluents to give (3S,7aR)-3-(trichloromethyl)tetrahydropyrrolo[1,2-c]oxazol-1(3H)-one 155a: 3.63 g, 37%. 1H NMR (400 MHz, Chloroform-d) δ 5.14 (s, 1H), 4.10 (dd, J=... Starting materials: N=1N2C(=CC1NC(OC(C)(C)C)=O)CCC2 (tert-Butyl 5,6-Dihydro-4H-pyrrolo[1,2-b]pyrazol-2-ylcarbamate), FC(C(=O)O)(F)F (trifluoroacetic acid). Run in ClCCl (dichloromethane). Reaction conditions: time 5 hour. Yields the product N=1N2C(=CC1N)CCC2 (5,6-Dihydro-4H-pyrrolo[1,2-b]pyrazol-2-amine). As a reaction SMILES: [N:1]1[N:2]2[CH2:16][CH2:15][CH2:14][C:3]2=[CH:4][C:5]=1[NH:6]C(=O)OC(C)(C)C.FC(F)(F)C(O)=O>ClCCl>[N:1]1[N:2]2[CH2:16][CH2:15][CH2:14][C:3]2=[CH:4][C:5]=1[NH2:6]. Reported procedure: To a solution of 162b (45 mg, 0.20 mmol) in dichloromethane (1.5 mL) was added trifluoroacetic acid (1 mL) at room temperature. The solution was stirred for 5 h. It was then concentrated under reduced pressure to afford 162c which was used in the next step without further purification. MS-ESI: [M+H]+ 124.3 The reactants are [Al+3], COC(=O)C1CN(C(=O)OC(C)(C)C)C1, [H-], [H-], [H-], [H-], [Li+], [Na+], C1CCOC1, [OH-], O. Yields the product CC(C)(C)OC(=O)N1CC(CO)C1. RXN SMILES: [Al+3:2].[C:7]([CH3:8])([CH3:9])([CH3:10])[O:11][C:12](=[O:13])[N:14]1[CH2:15][CH:16]([C:18](=[O:19])[O:20][CH3:21])[CH2:17]1.[H-:1].[H-:4].[H-:5].[H-:6].[Li+:3].[Na+:24].[O:25]1[CH2:26][CH2:27][CH2:28][CH2:29]1.[OH-:23].[OH2:22]>>[C:7]([CH3:8])([CH3:9])([CH3:10])[O:11][C:12](=[O:13])[N:14]1[CH2:15][CH:16]([CH2:18][OH:19])[CH2:17]1. The reactants are IC=1C=C(C=CC1)C1=NC(=CC2=CC=CC=C12)C(=O)NC (1-(3-iodophenyl)-N-methyl-3-isoquinolinecarboxamide), [H-].[Na+] (NaH), FCCCBr (3-fluoropropyl bromide). Yields the product IC=1C=C(C=CC1)C1=NC(=CC2=CC=CC=C12)C(=O)N(CCCF)C (1-(3-iodophenyl)-N-methyl-N-(3-fluoropropyl)-3-isoquinolinecarboxamide). Yield: 16.4%. The solvent is CN(C)C=O (DMF). Reported procedure: To a solution of 1-(3-iodophenyl)-N-methyl-3-isoquinolinecarboxamide (22 mg, 0.06 mmol) in DMF (4.6 mL) was added 60% NaH (16 mg, 0.39 mmol) in one portion. The mixture was stirred under Ar at room temperature for 15 min. Then, 3-fluoropropyl bromide (29 μl, 0.39 mmol) was added. After stirring at room temperature for 20 h, the mixture was quenched by adding H2O (5 mL). The mixture was extracted with CH2Cl2 (3×15 mL). The combined organic layers were dried (MgSO4), filtered. The filtrate was con... As a reaction SMILES: [I:1][C:2]1[CH:3]=[C:4]([C:8]2[C:17]3[C:12](=[CH:13][CH:14]=[CH:15][CH:16]=3)[CH:11]=[C:10]([C:18]([NH:20][CH3:21])=[O:19])[N:9]=2)[CH:5]=[CH:6][CH:7]=1.[H-].[Na+].[F:24][CH2:25][CH2:26][CH2:27]Br>CN(C=O)C>[I:1][C:2]1[CH:3]=[C:4]([C:8]2[C:17]3[C:12](=[CH:13][CH:14]=[CH:15][CH:16]=3)[CH:11]=[C:10]([C:18]([N:20]([CH3:21])[CH2:27][CH2:26][CH2:25][F:24])=[O:19])[N:9]=2)[CH:5]=[CH:6][CH:7]=1 |f:1.2|. Conditions: time 15 minute. Reactants: [OH-].[Na+] (NaOH), COC(CC1=CC(=CC=C1)OCCCN(CC1=CC(=CC(=C1)C(F)(F)F)C(F)(F)F)CC(C1=CC=CC=C1)C1=CC=CC=C1)=O ((3-{3-[(2,2-Diphenyl-ethyl)-(3,5-bis(trifluoromethyl)-benzyl)-amino]-propoxy}-phenyl)-acetic acid methyl ester). Run in CO (methanol). Conditions: time 8 hour. Product: C1(=CC=CC=C1)C(CN(CCCOC=1C=C(C=CC1)CC(=O)O)CC1=CC(=CC(=C1)C(F)(F)F)C(F)(F)F)C1=CC=CC=C1 ((3-{3-[(2,2-Diphenyl-ethyl)-(3,5-bis(trifluoromethyl)-benzyl)-amino]-propoxy}-phenyl)-acetic acid). Isolated yield 79.0%. RXN SMILES: C[O:2][C:3](=[O:45])[CH2:4][C:5]1[CH:10]=[CH:9][CH:8]=[C:7]([O:11][CH2:12][CH2:13][CH2:14][N:15]([CH2:31][CH:32]([C:39]2[CH:44]=[CH:43][CH:42]=[CH:41][CH:40]=2)[C:33]2[CH:38]=[CH:37][CH:36]=[CH:35][CH:34]=2)[CH2:16][C:17]2[CH:22]=[C:21]([C:23]([F:26])([F:25])[F:24])[CH:20]=[C:19]([C:27]([F:30])([F:29])[F:28])[CH:18]=2)[CH:6]=1.[OH-].[Na+]>CO>[C:39]1([CH:32]([C:33]2[CH:38]=[CH:37][CH:36]=[CH:35][CH:34]=2)[CH2:31][N:15]([CH2:16][C:17]2[CH:18]=[C:19]([C:27]([F:28])([F:29])[F:30])[CH:20]=[C:21]([C:23]([F:24])([F:25])[F:26])[CH:22]=2)[CH2:14][CH2:13][CH2:12][O:11][C:7]2[CH:6]=[C:5]([CH2:4][C:3]([OH:45])=[O:2])[CH:10]=[CH:9][CH:8]=2)[CH:44]=[CH:43][CH:42]=[CH:41][CH:40]=1 |f:1.2|. Procedure: A solution of (3-{3-[(2,2-Diphenyl-ethyl)-(3,5-bis(trifluoromethyl)-benzyl)-amino]-propoxy}-phenyl)-acetic acid methyl ester (4e). (0.57 g, 0.001 mol) in methanol (7.5 mL) was treated with 2N NaOH (5 mL) and the mixture stirred overnight at ambient temperature. After concentration to dryness, the residue was dissolved in EtOAc (25 mL) and water was added (10 mL), the solution acidified to pH 3 with concentrated hydrochloric acid, then extracted into EtOAc (3×20 mL). The combined organic extracts...